Dataset: the Open Reaction Database (ORD), a public repository of structured organic reaction records. Task: describe an organic reaction: reactants, conditions, products, and yield Starting materials: CCCN, CC#N, CCCn1c(CCl)nc2cc(CO[Si](C)(C)C(C)(C)C)ccc21. Yields the product CCCNCc1nc2cc(CO[Si](C)(C)C(C)(C)C)ccc2n1CCC. Reaction SMILES: [CH3:24][CH2:25][CH2:26][NH2:27].[CH3:28][C:29]#[N:30].[Cl:1][CH2:2][c:3]1[n:4][c:5]2[c:6]([n:7]1[CH2:8][CH2:9][CH3:10])[cH:11][cH:12][c:13]([CH2:15][O:16][Si:17]([C:18]([CH3:19])([CH3:20])[CH3:21])([CH3:22])[CH3:23])[cH:14]2>>[CH2:2]([c:3]1[n:4][c:5]2[c:6]([n:7]1[CH2:8][CH2:9][CH3:10])[cH:11][cH:12][c:13]([CH2:15][O:16][Si:17]([C:18]([CH3:19])([CH3:20])[CH3:21])([CH3:22])[CH3:23])[cH:14]2)[NH:27][CH2:26][CH2:25][CH3:24]. Reactants: OC1=C(C(=NC2=C(C=CC=C12)C(F)(F)F)COC)C(=O)NC=1SC=CN1 (4-hydroxy-2-methoxymethyl-N-(2-thiazolyl)-8-trifluoromethyl-3-quinoline-carboxamide), B(Br)(Br)Br (boron tribromide), ice, O (water). The solvent is C(Cl)Cl (methylene chloride), C(Cl)Cl (methylene chloride). Conditions: time 8 hour. Yields the product OC1=C(C(=NC2=C(C=CC=C12)C(F)(F)F)CO)C(=O)NC=1SC=CN1 (4-hydroxy-2-hydroxymethyl-N-(2-thiazolyl)-8-trifluoromethyl-3-quinolinecarboxamide). The yield is 82.9%. RXN SMILES: B(Br)(Br)Br.[OH:5][C:6]1[C:15]2[C:10](=[C:11]([C:16]([F:19])([F:18])[F:17])[CH:12]=[CH:13][CH:14]=2)[N:9]=[C:8]([CH2:20][O:21]C)[C:7]=1[C:23]([NH:25][C:26]1[S:27][CH:28]=[CH:29][N:30]=1)=[O:24].O>C(Cl)Cl>[OH:5][C:6]1[C:15]2[C:10](=[C:11]([C:16]([F:17])([F:19])[F:18])[CH:12]=[CH:13][CH:14]=2)[N:9]=[C:8]([CH2:20][OH:21])[C:7]=1[C:23]([NH:25][C:26]1[S:27][CH:28]=[CH:29][N:30]=1)=[O:24]. Procedure details: A solution of 4 ml of boron tribromide in 30 ml of methylene chloride was added with stirring at -70° C. to a solution of 2.88 g of the product of Example 3 in 75 ml of methylene chloride and the mixture stood overnight with stirring while the temperature was allowed to rise to -20° C. The mixture was poured into 500 ml of ice and water and the mixture was stirred for 20 minutes and was vacuum filtered. The product was washed with water until the pH was 5 to 6 and was dried under reduced pressur... The reactants are CC(c1ccc(-c2ccccc2)c(F)c1)c1nc(CC#N)no1, CO, [K+], [OH-], O. Yields the product CC(c1ccc(-c2ccccc2)c(F)c1)c1nc(CC(=O)O)no1. Reaction SMILES: [C:1](#[N:2])[CH2:3][c:4]1[n:5][o:6][c:7]([CH:9]([c:10]2[cH:11][c:12]([F:22])[c:13](-[c:16]3[cH:17][cH:18][cH:19][cH:20][cH:21]3)[cH:14][cH:15]2)[CH3:23])[n:8]1.[CH3:26][OH:27].[K+:25].[OH-:24].[OH2:28]>>[C:1]([CH2:3][c:4]1[n:5][o:6][c:7]([CH:9]([c:10]2[cH:11][c:12]([F:22])[c:13](-[c:16]3[cH:17][cH:18][cH:19][cH:20][cH:21]3)[cH:14][cH:15]2)[CH3:23])[n:8]1)(=[O:24])[OH:27]. RXN SMILES: [CH2:1]([CH3:2])[O:3][C:4](=[O:5])[C:6]1([NH:11][C:12](=[O:13])[CH:14]2[CH:15]([C:36]([N:37]([CH3:38])[CH2:39][CH2:40][CH2:41][CH2:42][CH:43]=[CH2:44])=[O:45])[CH2:16][CH:17]([O:19][c:20]3[n:21][c:22](-[c:30]4[cH:31][cH:32][cH:33][cH:34][cH:35]4)[n:23][c:24]4[cH:25][cH:26][cH:27][cH:28][c:29]34)[CH2:18]2)[CH:7]([CH:9]=[CH2:10])[CH2:8]1.[Li+:47].[O:48]=[CH:49][N:50]([CH3:51])[CH3:52].[OH-:46]>>[O:3]=[C:4]([OH:5])[C:6]1([NH:11][C:12](=[O:13])[CH:14]2[CH:15]([C:36]([N:37]([CH3:38])[CH2:39][CH2:40][CH2:41][CH2:42][CH:43]=[CH2:44])=[O:45])[CH2:16][CH:17]([O:19][c:20]3[n:21][c:22](-[c:30]4[cH:31][cH:32][cH:33][cH:34][cH:35]4)[n:23][c:24]4[cH:25][cH:26][cH:27][cH:28][c:29]34)[CH2:18]2)[CH:7]([CH:9]=[CH2:10])[CH2:8]1. The product is C=CCCCCN(C)C(=O)C1CC(Oc2nc(-c3ccccc3)nc3ccccc23)CC1C(=O)NC1(C(=O)O)CC1C=C. Reactants: C=CCCCCN(C)C(=O)C1CC(Oc2nc(-c3ccccc3)nc3ccccc23)CC1C(=O)NC1(C(=O)OCC)CC1C=C, [Li+], CN(C)C=O, [OH-]. Reactants: CCOCCO, S=C1Nc2ccc(Cl)cc2Nc2ccccc21, NCc1cccnc1. Yields the product Clc1ccc2c(c1)Nc1ccccc1C(NCc1cccnc1)=N2. Reaction SMILES: [CH3:26][CH2:27][O:28][CH2:29][CH2:30][OH:31].[Cl:1][c:2]1[cH:3][c:4]2[c:5]([cH:16][cH:17]1)[NH:6][C:7](=[S:15])[c:8]1[c:9]([cH:11][cH:12][cH:13][cH:14]1)[NH:10]2.[NH2:18][CH2:19][c:20]1[cH:21][n:22][cH:23][cH:24][cH:25]1>>[Cl:1][c:2]1[cH:3][c:4]2[c:5]([cH:16][cH:17]1)[N:6]=[C:7]([NH:18][CH2:19][c:20]1[cH:21][n:22][cH:23][cH:24][cH:25]1)[c:8]1[c:9]([cH:11][cH:12][cH:13][cH:14]1)[NH:10]2. Starting materials: Cl.O1CCOCC1 (hydrochloric acid 1,4-dioxane), ClC1=C(CN2C(=C(C=3N=C(N(C(C32)=O)C)OC3=CC(=CC=C3)OCC)C#N)N3C[C@@H](CCC3)NC(OC(C)(C)C)=O)C=CC=C1 (tert-butyl {(3R)-1-[5-(2-chlorobenzyl)-7-cyano-2-(3-ethoxyphenoxy)-3-methyl-4-oxo-4,5-dihydro-3H-pyrrolo[3,2-d]pyrimidin-6-yl]piperidine-3-yl}carbamate). The solvent is O1CCOCC1 (1,4-dioxane). Conditions: temperature 25 celsius, time 2 hour. Yields the product Cl.N[C@H]1CN(CCC1)C1=C(C=2N=C(N(C(C2N1CC1=C(C=CC=C1)Cl)=O)C)OC1=CC(=CC=C1)OCC)C#N (6-[(3R)-3-Aminopiperidin-1-yl]-5-(2-chlorobenzyl)-2-(3-ethoxyphenoxy)-3-methyl-4-oxo-4,5-dihydro-3H-pyrrolo[3,2-d]pyrimidine-7-carbonitrile hydrochloride). Yield: 204.3%. RXN SMILES: Cl.O1CCOCC1.[Cl:8][C:9]1[CH:52]=[CH:51][CH:50]=[CH:49][C:10]=1[CH2:11][N:12]1[C:20]2[C:19](=[O:21])[N:18]([CH3:22])[C:17]([O:23][C:24]3[CH:29]=[CH:28][CH:27]=[C:26]([O:30][CH2:31][CH3:32])[CH:25]=3)=[N:16][C:15]=2[C:14]([C:33]#[N:34])=[C:13]1[N:35]1[CH2:40][CH2:39][CH2:38][C@@H:37]([NH:41]C(=O)OC(C)(C)C)[CH2:36]1>O1CCOCC1>[ClH:8].[NH2:41][C@@H:37]1[CH2:38][CH2:39][CH2:40][N:35]([C:13]2[N:12]([CH2:11][C:10]3[CH:49]=[CH:50][CH:51]=[CH:52][C:9]=3[Cl:8])[C:20]3[C:19](=[O:21])[N:18]([CH3:22])[C:17]([O:23][C:24]4[CH:29]=[CH:28][CH:27]=[C:26]([O:30][CH2:31][CH3:32])[CH:25]=4)=[N:16][C:15]=3[C:14]=2[C:33]#[N:34])[CH2:36]1 |f:0.1,4.5|. Procedure details: A 4N hydrochloric acid/1,4-dioxane solution (5 ml) was added to a solution of tert-butyl {(3R)-1-[5-(2-chlorobenzyl)-7-cyano-2-(3-ethoxyphenoxy)-3-methyl-4-oxo-4,5-dihydro-3H-pyrrolo[3,2-d]pyrimidin-6-yl]piperidine-3-yl}carbamate (185 mg) in 1,4-dioxane (3 ml), and the resulting mixture was stirred at 25° C. for 2 hours and then concentrated under reduced pressure to obtain the title compound (170 mg).